This data is from the Open Reaction Database (ORD), a public repository of structured organic reaction records. The task is: describe an organic reaction: reactants, conditions, products, and yield Starting materials: CC=CC1CN(C(=O)OC(C)(C)C)CC1O, CCO, [H][H]. The product is CCCC1CN(C(=O)OC(C)(C)C)CC1O. RXN SMILES: [C:1]([CH3:2])([CH3:3])([CH3:4])[O:5][C:6](=[O:7])[N:8]1[CH2:9][CH:10]([OH:16])[CH:11]([CH:13]=[CH:14][CH3:15])[CH2:12]1.[CH3:19][CH2:20][OH:21].[H:17][H:18]>>[C:1]([CH3:2])([CH3:3])([CH3:4])[O:5][C:6](=[O:7])[N:8]1[CH2:9][CH:10]([OH:16])[CH:11]([CH2:13][CH2:14][CH3:15])[CH2:12]1. Reactants: ClC(Cl)Cl, [Cl-], [Cl-], [Cl-], C#CCOc1c(F)cc(C(=O)N2C3CCCCC32)cc1F, [NH4+], [Zn+2]. Yields the product C#CCOc1c(F)cc(C(=O)NC2CCCCC2Cl)cc1F. As a reaction SMILES: [CH:27]([Cl:28])([Cl:29])[Cl:30].[Cl-:22].[Cl-:24].[Cl-:25].[F:1][c:2]1[cH:3][c:4]([C:5](=[O:6])[N:7]2[CH:8]3[CH2:9][CH2:10][CH2:11][CH2:12][CH:13]23)[cH:14][c:15]([F:21])[c:16]1[O:17][CH2:18][C:19]#[CH:20].[NH4+:23].[Zn+2:26]>>[F:1][c:2]1[cH:3][c:4]([C:5](=[O:6])[NH:7][CH:8]2[CH2:9][CH2:10][CH2:11][CH2:12][CH:13]2[Cl:22])[cH:14][c:15]([F:21])[c:16]1[O:17][CH2:18][C:19]#[CH:20].